From a dataset of the Open Reaction Database (ORD), a public repository of structured organic reaction records. describe an organic reaction: reactants, conditions, products, and yield Reactants: ClC=1C=C2C(C(=CN(C2=CC1Cl)C)C(=O)O)=O (6,7-dichloro-1-methyl-4-oxo-1,4-dihydro-quinoline-3-carboxylic acid), N1CCOCC1 (morpholine), dihalogeno-acid. The solvent is CS(=O)C (DMSO). Yields the product ClC=1C=C2C(C(=CN(C2=CC1N1CCOCC1)C)C(=O)O)=O (6-chloro-1-methyl-7-morpholino-4-oxo-1,4-dihydro quinoline-3-carboxylic acid). Reaction SMILES: [Cl:1][C:2]1[CH:3]=[C:4]2[C:9](=[CH:10][C:11]=1Cl)[N:8]([CH3:13])[CH:7]=[C:6]([C:14]([OH:16])=[O:15])[C:5]2=[O:17].[NH:18]1[CH2:23][CH2:22][O:21][CH2:20][CH2:19]1>CS(C)=O>[Cl:1][C:2]1[CH:3]=[C:4]2[C:9](=[CH:10][C:11]=1[N:18]1[CH2:23][CH2:22][O:21][CH2:20][CH2:19]1)[N:8]([CH3:13])[CH:7]=[C:6]([C:14]([OH:16])=[O:15])[C:5]2=[O:17]. Procedure: 2.18 g of 6,7-dichloro-1-methyl-4-oxo-1,4-dihydro-quinoline-3-carboxylic acid, 3 cm3 of morpholine and 30 cm3 of DMSO were heated for 5 hours at 125°-130° C. About 3 hours were required for total dissolution of the dihalogeno-acid, and the reaction product then precipitated from the mixture. After returning to room temperature, the mixture was diluted with 30 cm3 of water. The precipitate was filtered off, washed with water and recrystallised from a mixture of DMF (1 volume) and methylcellosolve... Reagents/catalysts: CC(=O)[O-].CC(=O)[O-].[Pd+2] (Pd(OAc)2). Solvent: CN(C)C=O (DMF), CCO (EtOH), O (H2O). The product is NC1=C2C(=NC=N1)N(N=C2C2=CC1=C(N=C(S1)NC(C)=O)C=C2)C2CCCC2 (N-(6-(4-amino-1-cyclopentyl-1H-pyrazolo[3,4-d]pyrimidin-3-yl)benzo[d]thiazol-2-yl)acetamide). Reactants: IC1=NN(C2=NC=NC(=C21)N)C(C)C (3-iodo-1-isopropyl-1H-pyrazolo[3,4-d]pyrimidin-4-amine), C1(CCCC1)N1N=C(C=2C1=NC=NC2N)I (1-cyclopentyl-3-iodo-1H-pyrazolo[3,4-d]pyrimidin-4-amine), CC1(OB(OC1(C)C)C1=CC2=C(N=C(S2)NC(C)=O)C=C1)C (N-(6-(4,4,5,5-tetramethyl-1,3,2-dioxaborolan-2-yl)benzo[d]thiazol-2-yl)acetamide), C1(=CC=CC=C1)P(C1=CC=CC=C1)C1=CC=CC=C1 (triphenyl phosphine), C(=O)([O-])[O-].[Na+].[Na+] (Na2CO3). Run at temperature 80 celsius, time 4 hour. RXN SMILES: IC1C2C(=NC=NC=2N)N(C(C)C)N=1.[CH:15]1([N:20]2[C:24]3=[N:25][CH:26]=[N:27][C:28]([NH2:29])=[C:23]3[C:22](I)=[N:21]2)[CH2:19][CH2:18][CH2:17][CH2:16]1.CC1(C)C(C)(C)OB([C:39]2[CH:51]=[CH:50][C:42]3[N:43]=[C:44]([NH:46][C:47](=[O:49])[CH3:48])[S:45][C:41]=3[CH:40]=2)O1.C1(P(C2C=CC=CC=2)C2C=CC=CC=2)C=CC=CC=1.C([O-])([O-])=O.[Na+].[Na+]>CN(C=O)C.CCO.O.CC([O-])=O.CC([O-])=O.[Pd+2]>[NH2:29][C:28]1[N:27]=[CH:26][N:25]=[C:24]2[N:20]([CH:15]3[CH2:19][CH2:18][CH2:17][CH2:16]3)[N:21]=[C:22]([C:39]3[CH:51]=[CH:50][C:42]4[N:43]=[C:44]([NH:46][C:47](=[O:49])[CH3:48])[S:45][C:41]=4[CH:40]=3)[C:23]=12 |f:4.5.6,10.11.12|. Procedure: A mixture of 3-iodo-1-isopropyl-1H-pyrazolo[3,4-d]pyrimidin-4-amine (601 (1.21 g, 3.68 mmol), N-(6-(4,4,5,5-tetramethyl-1,3,2-dioxaborolan-2-yl)benzo[d]thiazol-2-yl)acetamide (I-5) (1.18 g, 3.71 mmol), Pd(OAc)2 (0.17 g, 0.75 mmol), triphenyl phosphine (0.59 g, 2.22 mmol) and Na2CO3 (1.98 g, 18.6 mmol) was dissolved in a mixture of DMF (3 mL), EtOH (1.5 mL) and H2O (1.5 mL). The resulting mixture was degassed and back-filled with argon three times and then stirred at 80° C. for 4 h. The mixture w... Isolated yield 35.9%. The reactants are N=C(CC[C@H]1C(N(CCN1)CC(=O)O)=O)NCNS(=O)(=O)C1=CC=C(C=C1)C (2-{(3S)-3-[3-imino(4-methylphenylsulfonamido)methylaminopropyl]-2-oxohexahydro-1-pyrazinyl}acetic acid), S(=O)(Cl)Cl (thionyl chloride), CO (MeOH). Reaction conditions: time 8 hour. Product: COC(CN1C([C@@H](NCC1)CCC(=N)NCNS(=O)(=O)C1=CC=C(C=C1)C)=O)=O (methyl-2-{(3S)-3-[3-imino(4-methylphenylsulfonamido)methylaminopropyl]-2-oxohexahydro-1-pyrazinyl}acetate). Isolated yield 100.0%. As a reaction SMILES: [NH:1]=[C:2]([NH:16][CH2:17][NH:18][S:19]([C:22]1[CH:27]=[CH:26][C:25]([CH3:28])=[CH:24][CH:23]=1)(=[O:21])=[O:20])[CH2:3][CH2:4][C@@H:5]1[NH:10][CH2:9][CH2:8][N:7]([CH2:11][C:12]([OH:14])=[O:13])[C:6]1=[O:15].S(Cl)(Cl)=O.[CH3:33]O>>[CH3:33][O:13][C:12](=[O:14])[CH2:11][N:7]1[CH2:8][CH2:9][NH:10][C@@H:5]([CH2:4][CH2:3][C:2]([NH:16][CH2:17][NH:18][S:19]([C:22]2[CH:27]=[CH:26][C:25]([CH3:28])=[CH:24][CH:23]=2)(=[O:20])=[O:21])=[NH:1])[C:6]1=[O:15]. Reported procedure: A solution of the compound of Example 15 (198 mg) in MeOH at 0° C., was treated with excess thionyl chloride (20 eq). The mixture was stirred at room temperature overnight and evaporated to give the title compound (100% yield). Reactants: [BH4-], CC(=O)N1CCC(OC(C(=O)O)c2ccccc2)CC1, [H][H], [Li+], C1CCOC1, O. Yields the product CC(=O)N1CCC(OC(CO)c2ccccc2)CC1. As a reaction SMILES: [BH4-:1].[C:3]([CH3:4])(=[O:5])[N:6]1[CH2:7][CH2:8][CH:9]([O:12][CH:13]([C:14](=[O:15])[OH:16])[c:17]2[cH:18][cH:19][cH:20][cH:21][cH:22]2)[CH2:10][CH2:11]1.[H:23][H:24].[Li+:2].[O:26]1[CH2:27][CH2:28][CH2:29][CH2:30]1.[OH2:25]>>[C:3]([CH3:4])(=[O:5])[N:6]1[CH2:7][CH2:8][CH:9]([O:12][CH:13]([CH2:14][OH:15])[c:17]2[cH:18][cH:19][cH:20][cH:21][cH:22]2)[CH2:10][CH2:11]1.